From a dataset of the Open Reaction Database (ORD), a public repository of structured organic reaction records. describe an organic reaction: reactants, conditions, products, and yield Reactants: ClC=1C=C(C(=CC1[N+](=O)[O-])COC)C(=O)OC (methyl 4-chloro-α-methoxy-5-nitro-o-toluate), O (water). Solvent: [OH-].[Na+] (sodium hydroxide). Yields the product ClC=1C=C(C(=CC1[N+](=O)[O-])COC)C(=O)O (4-Chloro-α-methoxy-5-nitro-o-toluic acid). Reaction SMILES: [Cl:1][C:2]1[CH:3]=[C:4]([C:14]([O:16]C)=[O:15])[C:5]([CH2:11][O:12][CH3:13])=[CH:6][C:7]=1[N+:8]([O-:10])=[O:9].O>[OH-].[Na+]>[Cl:1][C:2]1[CH:3]=[C:4]([C:14]([OH:16])=[O:15])[C:5]([CH2:11][O:12][CH3:13])=[CH:6][C:7]=1[N+:8]([O-:10])=[O:9] |f:2.3|. Procedure: A slurry of methyl 4-chloro-α-methoxy-5-nitro-o-toluate (7.0 g.) in dilute sodium hydroxide (35 ml of IN) is stirred about 30 hours. The yellow slurry is then diluted with 50 ml. of water resulting in a clear yellow solution. The solution is extracted with ether, then the aqueous layer is separated and acidified to give 5.7 g. of an off-white solid. A sample recrystallized from benzene has a mp 155°-157°. Reactants: solution, O.C([O-])([O-])=O.[Na+].[Na+] (sodium carbonate monohydrate), 50G, COC(C1=C(C=C(C(=O)OC)C=C1)SCC1=CC=CC=C1)=O (benzylmercapto terephthalic acid dimethyl ester), CO (methanol). Solvent: O (water), O (water). Product: C(C1=CC=CC=C1)SC=1C=C(C(=O)O)C=CC1C(=O)OC (3-benzylmercapto-4-carbomethoxy benzoic acid). As a reaction SMILES: [CH3:1][O:2][C:3](=[O:22])[C:4]1[CH:13]=[CH:12][C:7]([C:8]([O:10]C)=[O:9])=[CH:6][C:5]=1[S:14][CH2:15][C:16]1[CH:21]=[CH:20][CH:19]=[CH:18][CH:17]=1.CO.O.C(=O)([O-])[O-].[Na+].[Na+]>O>[CH2:15]([S:14][C:5]1[CH:6]=[C:7]([CH:12]=[CH:13][C:4]=1[C:3]([O:2][CH3:1])=[O:22])[C:8]([OH:10])=[O:9])[C:16]1[CH:17]=[CH:18][CH:19]=[CH:20][CH:21]=1 |f:2.3.4.5|. Procedure details: 50G of benzylmercapto terephthalic acid dimethyl ester is suspended in a solution of 750 ml of methanol to which is added 200 ml of a solution of 15 g of sodium carbonate monohydrate in 350 ml of water. The reaction mixture is refluxed for 30 minutes, cooled and diluted with 750 ml of water. The solid is filtered and resuspended in 375 ml of methanol and 100 ml of the above sodium carbonate solution, refluxed 30 minutes, cooled, 375 ml of water is added thereto, filtered and the damp cake resusp... Starting materials: BrCC1CCCCO1, COc1ccccc1CC#N, CS(C)=O, [Na+], [OH-], O. Yields the product COc1ccccc1C(C#N)CC1CCCCO1. RXN SMILES: [Br:12][CH2:13][CH:14]1[O:15][CH2:16][CH2:17][CH2:18][CH2:19]1.[CH3:1][O:2][c:3]1[c:4]([CH2:9][C:10]#[N:11])[cH:5][cH:6][cH:7][cH:8]1.[CH3:20][S:21]([CH3:22])=[O:23].[Na+:25].[OH-:24].[OH2:26]>>[CH3:1][O:2][c:3]1[c:4]([CH:9]([C:10]#[N:11])[CH2:13][CH:14]2[O:15][CH2:16][CH2:17][CH2:18][CH2:19]2)[cH:5][cH:6][cH:7][cH:8]1. Reactants: ClC1=C(C=CC=C1Cl)N1CCN(CC1)CCCCOC1=CC(=C(C=C1)C)[N+](=O)[O-] (1-(2,3-dichlorophenyl)-4-(4-(4-methyl-3-nitrophenoxy)butyl)piperazine), [Cl-].[NH4+] (ammonium chloride). Reagents/catalysts: [Fe] (Fe). Solvent: O (H2O), CCO (EtOH). Run at time 8 hour. The product is ClC1=C(C=CC=C1Cl)N1CCN(CC1)CCCCOC=1C=CC(=C(N)C1)C (5-(4-(4-(2,3-dichlorophenyl)piperazin-1-yl)butoxy)-2-methylaniline). The yield is 89.6%. RXN SMILES: [Cl:1][C:2]1[C:7]([Cl:8])=[CH:6][CH:5]=[CH:4][C:3]=1[N:9]1[CH2:14][CH2:13][N:12]([CH2:15][CH2:16][CH2:17][CH2:18][O:19][C:20]2[CH:25]=[CH:24][C:23]([CH3:26])=[C:22]([N+:27]([O-])=O)[CH:21]=2)[CH2:11][CH2:10]1.[Cl-].[NH4+]>CCO.O.[Fe]>[Cl:1][C:2]1[C:7]([Cl:8])=[CH:6][CH:5]=[CH:4][C:3]=1[N:9]1[CH2:10][CH2:11][N:12]([CH2:15][CH2:16][CH2:17][CH2:18][O:19][C:20]2[CH:25]=[CH:24][C:23]([CH3:26])=[C:22]([CH:21]=2)[NH2:27])[CH2:13][CH2:14]1 |f:1.2|. Reported procedure: A mixture of intermediate 62 (180 mg, 0.41 mmol), Fe (70 mg, 1.23 mmol) and ammonium chloride (25 mg, 0.41 mmol) was dissolved in EtOH and H2O, and the solution was heated to reflux and stirred overnight. The solution was filtered, diluted with water, and then extracted with DCM. The combined organic layers were washed with saturated aq NaHCO3, brine, dried over anhydrous Na2SO4, and concentrated in vacuo to give 5-(4-(4-(2,3-dichlorophenyl)piperazin-1-yl)butoxy)-2-methylaniline (intermediate 63... The reactants are [Li+].[OH-] (LiOH), [NH4+].[Cl-] (NH4Cl), COC=1C(=CC(=[N+](C1)[O-])C)[N+](=O)[O-] (5-Methoxy-2-methyl-4-nitropyridine 1-oxide), C(C)(=O)[O-] (acetate). The solvent is CO (MeOH), C1CCOC1 (THF), C(Cl)(Cl)Cl (CHCl3), C(C)(=O)OC(C)=O (acetic anhydride), CO (MeOH). Reaction conditions: temperature 150 celsius, time 3 hour. Product: COC=1C(=CC(=NC1)CO)[N+](=O)[O-] ((5-Methoxy-4-nitropyridin-2-yl) methanol). As a reaction SMILES: [CH3:1][O:2][C:3]1[C:4]([N+:11]([O-:13])=[O:12])=[CH:5][C:6]([CH3:10])=[N+:7]([O-])[CH:8]=1.[Li+].[OH-].C([O-])(=[O:18])C.[NH4+].[Cl-]>C(OC(=O)C)(=O)C.CO.C(Cl)(Cl)Cl.C1COCC1>[CH3:1][O:2][C:3]1[C:4]([N+:11]([O-:13])=[O:12])=[CH:5][C:6]([CH2:10][OH:18])=[N:7][CH:8]=1 |f:1.2,4.5|. Procedure: 5-Methoxy-2-methyl-4-nitropyridine 1-oxide (7 g, 0.038 mol) was dissolved in acetic anhydride (70 mL, Sdfine, India) and the resulting solution was stirred for 3 h at 150° C. The reaction mixture was concentrated and Et2O (250 mL) was added to the residue and it was neutralized with sat'd NaHCO3 (100 mL). The organic layer was separated and dried over anhydrous sodium sulfate, concentrated to afford a pale yellow solid which was dissolved in MeOH and THF (100 mL) and treated with LiOH (2.73 g, 0... Reactants: CC(C)(C)OC(=O)N1CCC2=Cc3c(cnn3-c3ccc(F)cc3)CC2(CO)C1, CCOC(C)=O, [H-], CCI, [Na+], C1CCOC1. Yields the product CCOCC12Cc3cnn(-c4ccc(F)cc4)c3C=C1CCN(C(=O)OC(C)(C)C)C2. As a reaction SMILES: [C:1]([CH3:2])([CH3:3])([CH3:4])[O:5][C:6](=[O:7])[N:8]1[CH2:9][C:10]2([CH2:28][OH:29])[CH2:11][c:12]3[c:13]([n:18](-[c:21]4[cH:22][cH:23][c:24]([F:27])[cH:25][cH:26]4)[n:19][cH:20]3)[CH:14]=[C:15]2[CH2:16][CH2:17]1.[CH3:40][CH2:41][O:42][C:43](=[O:44])[CH3:45].[H-:30].[I:32][CH2:33][CH3:34].[Na+:31].[O:35]1[CH2:36][CH2:37][CH2:38][CH2:39]1>>[C:1]([CH3:2])([CH3:3])([CH3:4])[O:5][C:6](=[O:7])[N:8]1[CH2:9][C:10]2([CH2:28][O:29][CH2:33][CH3:34])[CH2:11][c:12]3[c:13]([n:18](-[c:21]4[cH:22][cH:23][c:24]([F:27])[cH:25][cH:26]4)[n:19][cH:20]3)[CH:14]=[C:15]2[CH2:16][CH2:17]1.